Dataset: the Open Reaction Database (ORD), a public repository of structured organic reaction records. Task: describe an organic reaction: reactants, conditions, products, and yield Reactants: O1CCC(CC1)=O (tetrahydro-4H-pyran-4-one), COC=1C=C(C=O)C=C(C1OC)OC (3,4,5-trimethoxybenzaldehyde). The solvent is CCO (EtOH), Cl (HCl). The product is COC=1C=C(C=C(C1OC)OC)C=C1COCC(C1=O)=CC1=CC(=C(C(=C1)OC)OC)OC (Tetrahydro-3,5-bis[(3,4,5-trimethoxyphenyl)methylene]-4H-pyran-4-one). Reaction SMILES: [O:1]1[CH2:6][CH2:5][C:4](=[O:7])[CH2:3][CH2:2]1.[CH3:8][O:9][C:10]1[CH:11]=[C:12]([CH:15]=[C:16]([O:20][CH3:21])[C:17]=1[O:18][CH3:19])[CH:13]=O>CCO.Cl>[CH3:8][O:9][C:10]1[CH:11]=[C:12]([CH:13]=[C:3]2[C:4](=[O:7])[C:5](=[CH:13][C:12]3[CH:15]=[C:16]([O:20][CH3:21])[C:17]([O:18][CH3:19])=[C:10]([O:9][CH3:8])[CH:11]=3)[CH2:6][O:1][CH2:2]2)[CH:15]=[C:16]([O:20][CH3:21])[C:17]=1[O:18][CH3:19]. Procedure details: A solution of 6.0 g (0.06 mole) of tetrahydro-4H-pyran-4-one and 25 g (0.127 mole) of 3,4,5-trimethoxybenzaldehyde in 75 ml of EtOH and 10 ml of concentrated HCl is stirred and heated at reflux for 3 hours. The product gradually precipitates from the cooled solution. The yield of yellow crystals is 12.0 g (44%), m.p. 187°-189°. Starting materials: C(C)(C)(C)OC(=O)N1C[C@H]2CC3=CC(=CN=C3N2[C@@H](C1)C)F ((4R,9aR)-7-fluoro-4-methyl-3,4,9,9a-tetrahydro-1H-2,4a,5-triaza-fluorene-2-carboxylic acid tert-butyl ester), C(C)OC1=CN=C2N3C(CNC(C3=CC2=C1)=O)C (7-ethoxy-4-methyl-3,4-dihydro-2H-2,4a,5-triaza-fluoren-1-one), [H-].[Al+3].[Li+].[H-].[H-].[H-] (lithium aluminium hydride), amine, C(C)(C)(C)OC(=O)OC(=O)OC(C)(C)C (di-tert-butyl-dicarbonate). The reagents and catalysts are CN(C1=CC=NC=C1)C (4-(dimethylamino)pyridine). Product: C(C)(C)(C)OC(=O)N1CC2=CC3=CC(=CN=C3N2[C@@H](C1)C)OCC ((R)-7-Ethoxy-4-methyl-3,4-dihydro-1H-2,4a,5-triaza-fluorene-2-carboxylic acid tert-butyl ester). As a reaction SMILES: [C:1]([O:5][C:6]([N:8]1[CH2:20][C@@H:19]([CH3:21])[N:18]2[C@H:10]([CH2:11][C:12]3[C:17]2=[N:16][CH:15]=[C:14](F)[CH:13]=3)[CH2:9]1)=[O:7])([CH3:4])([CH3:3])[CH3:2].[CH2:23]([O:25]C1C=C2C(N3C(=C2)C(=O)NCC3C)=NC=1)[CH3:24].[H-].[Al+3].[Li+].[H-].[H-].[H-].C(OC(OC(OC(C)(C)C)=O)=O)(C)(C)C>CN(C)C1C=CN=CC=1>[C:1]([O:5][C:6]([N:8]1[CH2:20][C@@H:19]([CH3:21])[N:18]2[C:10](=[CH:11][C:12]3[C:17]2=[N:16][CH:15]=[C:14]([O:25][CH2:23][CH3:24])[CH:13]=3)[CH2:9]1)=[O:7])([CH3:4])([CH3:3])[CH3:2] |f:2.3.4.5.6.7|. Reported procedure: This compound was prepared in analogy to Example 1, intermediate h) from 7-ethoxy-4-methyl-3,4-dihydro-2H-2,4a,5-triaza-fluoren-1-one and lithium aluminium hydride and protection of the free amine with di-tert-butyl-dicarbonate and 4-(dimethylamino)pyridine. The reactants are C(C)(=O)O[BH-](OC(C)=O)OC(C)=O.[Na+] (Sodium triacetoxyborohydride), C1(CC1)SC1=CC=C(C=C1)C(=O)C1=CC=C(C(N1)=O)C(F)(F)F (6-{[4-(cyclopropylsulfanyl)phenyl]carbonyl}-3-(trifluoromethyl)pyridin-2(1H)-one), [Cl-].[NH4+] (ammonium chloride). The solvent is C(Cl)(Cl)Cl (chloroform). Run at time 8 hour. Yields the product C1(CC1)SC1=CC=C(C=C1)C(C1=CC=C(C(N1)=O)C(F)(F)F)O (6-{[4-(cyclopropylsulfanyl)phenyl](hydroxy)methyl}-3-(trifluoromethyl)pyridin-2(1H)-one). Yield: 36.1%. As a reaction SMILES: C(O[BH-](OC(=O)C)OC(=O)C)(=O)C.[Na+].[CH:15]1([S:18][C:19]2[CH:24]=[CH:23][C:22]([C:25]([C:27]3[NH:32][C:31](=[O:33])[C:30]([C:34]([F:37])([F:36])[F:35])=[CH:29][CH:28]=3)=[O:26])=[CH:21][CH:20]=2)[CH2:17][CH2:16]1.[Cl-].[NH4+]>C(Cl)(Cl)Cl>[CH:15]1([S:18][C:19]2[CH:24]=[CH:23][C:22]([CH:25]([OH:26])[C:27]3[NH:32][C:31](=[O:33])[C:30]([C:34]([F:36])([F:35])[F:37])=[CH:29][CH:28]=3)=[CH:21][CH:20]=2)[CH2:17][CH2:16]1 |f:0.1,3.4|. Procedure details: Sodium triacetoxyborohydride (125 mg) was added to a solution of 6-{[4-(cyclopropylsulfanyl)phenyl]carbonyl}-3-(trifluoromethyl)pyridin-2(1H)-one (110 mg) in chloroform (3 mL), and the mixture was stirred at room temperature overnight. An ammonium chloride solution was added to the reaction solution, followed by extraction with chloroform. The organic layer was dried over anhydrous magnesium sulfate. The solvent was evaporated under reduced pressure. The residue was purified by silica gel column... The reactants are CC(=O)O[BH-](OC(C)=O)OC(C)=O, CC(=O)[O-], Cn1c(=O)c(C=O)cc2ccccc21, CC(=O)O, [Cl-], ClCCCl, [Na+], [Na+], [NH3+]CC(c1ccccc1)C1CCOCC1. Product: Cn1c(=O)c(CNCC(c2ccccc2)C2CCOCC2)cc2ccccc21. Reaction SMILES: [C:40]([O:41][BH-:42]([O:43][C:44](=[O:45])[CH3:46])[O:47][C:48](=[O:49])[CH3:50])(=[O:51])[CH3:52].[CH3:16][C:17](=[O:18])[O-:19].[CH3:1][n:2]1[c:3](=[O:14])[c:4]([CH:12]=[O:13])[cH:5][c:6]2[cH:7][cH:8][cH:9][cH:10][c:11]12.[CH3:36][C:37](=[O:38])[OH:39].[Cl-:20].[Cl:54][CH2:55][CH2:56][Cl:57].[Na+:15].[Na+:53].[c:21]1([CH:27]([CH2:28][NH3+:29])[CH:30]2[CH2:31][CH2:32][O:33][CH2:34][CH2:35]2)[cH:22][cH:23][cH:24][cH:25][cH:26]1>>[CH3:1][n:2]1[c:3](=[O:14])[c:4]([CH2:12][NH:29][CH2:28][CH:27]([c:21]2[cH:22][cH:23][cH:24][cH:25][cH:26]2)[CH:30]2[CH2:31][CH2:32][O:33][CH2:34][CH2:35]2)[cH:5][c:6]2[cH:7][cH:8][cH:9][cH:10][c:11]12. The reactants are [H-].[Na+] (NaH), C(CC)NC(=O)C1=C(SC(=C1)Cl)N=C(OC)CCCC (5-Chloro-2-(1-n-butyl-1-methoxymethyleneamino)thiophene-3-carboxylic-acid propylamide). Run in C1CCOC1 (THF). Run at time 1 hour. Yields the product C(CCC)C=1N(C(C2=C(N1)SC(=C2)Cl)=O)CCC (2-n-butyl-6-chloro-3-n-propyl-3H-thieno[2,3-d]pyrimidine-4-one). Reaction SMILES: [H-].[Na+].[CH2:3]([NH:6][C:7]([C:9]1[CH:13]=[C:12]([Cl:14])[S:11][C:10]=1[N:15]=[C:16]([CH2:19][CH2:20][CH2:21][CH3:22])OC)=[O:8])[CH2:4][CH3:5]>C1COCC1>[CH2:19]([C:16]1[N:6]([CH2:3][CH2:4][CH3:5])[C:7](=[O:8])[C:9]2[CH:13]=[C:12]([Cl:14])[S:11][C:10]=2[N:15]=1)[CH2:20][CH2:21][CH3:22] |f:0.1|. Reported procedure: In a sulfonation flask, 0.36 g of 5-Chloro-2-(1-n-butyl-1-methoxymethyleneamino)thiophene-3-carboxylic-acid propylamide is dissolved in 20 ml of absolute THF and 0.085 g of a ca. 55% NaH dispersion is added in one portion. The mixture is stirred for 15 minutes at room temperature and 1 hour at reflux temperature. Then the solvent is removed in a water jet vacuum and the residue taken up in ethylacetate. The organic phase is washed twice with water and after drylng of the organic phase with sodiu... Starting materials: CC(=O)SCC(=Cc1ccc(C(F)(F)F)cc1)C(=O)O, NCCC(=O)OCc1ccccc1. Yields the product CC(=O)SCC(=Cc1ccc(C(F)(F)F)cc1)C(=O)NCCC(=O)OCc1ccccc1. RXN SMILES: [C:1]([CH3:2])(=[O:3])[S:4][CH2:5][C:6]([C:7](=[O:8])[OH:9])=[CH:10][c:11]1[cH:12][cH:13][c:14]([C:17]([F:18])([F:19])[F:20])[cH:15][cH:16]1.[NH2:21][CH2:22][CH2:23][C:24](=[O:25])[O:26][CH2:27][c:28]1[cH:29][cH:30][cH:31][cH:32][cH:33]1>>[C:1]([CH3:2])(=[O:3])[S:4][CH2:5][C:6]([C:7](=[O:9])[NH:21][CH2:22][CH2:23][C:24](=[O:25])[O:26][CH2:27][c:28]1[cH:29][cH:30][cH:31][cH:32][cH:33]1)=[CH:10][c:11]1[cH:12][cH:13][c:14]([C:17]([F:18])([F:19])[F:20])[cH:15][cH:16]1.